describe an organic reaction: reactants, conditions, products, and yield From a dataset of the Open Reaction Database (ORD), a public repository of structured organic reaction records. Starting materials: CC=1C(=C(C(=C(C(=O)O)C1I)I)OC)I (methyl 3-methoxy-2,4,6-triiodobenzoic acid), C(C(=O)Cl)(=O)Cl (Oxalyl chloride). Reagents/catalysts: CN(C)C=O (DMF). Solvent: C(Cl)Cl (methylene chloride). Conditions: time 4 hour. Yields the product COC=1C(=C(C(=O)Cl)C(=CC1I)I)I (3-methoxy-2,4,6-triiodobenzoyl chloride). As a reaction SMILES: C[C:2]1[C:3]([I:15])=[C:4]([O:13][CH3:14])[C:5]([I:12])=[C:6]([C:10]=1[I:11])[C:7](O)=[O:8].C(Cl)(=O)C([Cl:19])=O>C(Cl)Cl.CN(C=O)C>[CH3:14][O:13][C:4]1[C:5]([I:12])=[C:6]([C:10]([I:11])=[CH:2][C:3]=1[I:15])[C:7]([Cl:19])=[O:8]. Procedure: In a 25 mL round-bottom flask equipped with a condenser, methyl 3-methoxy-2,4,6-triiodobenzoic acid (0.250 g) was suspended in 3 mL anhydrous methylene chloride. Oxalyl chloride (0.58 mL) and one drop of DMF was added. The reaction mixture was stirred for 4 h at RT. The solvent and excess oxalyl chloride were removed by rotary evaporation. The desired acyl chloride was dried under vacuum to give a pale yellow solid which was used in the next step without any further purification. Yield 0.272 g (... The reactants are C(C1=CC=CC=C1)(=O)NC(SC)=NC1=CC=C(C=C1)OC1=NC=CC=C1C1=NC(=NC=C1)NC (1-benzoyl-2-methyl-3-(4-(3-(2-(methylamino)pyrimidin-4-yl)pyridin-2-yloxy)phenyl)isothiourea), NN (hydrazine). Solvent: CCO (EtOH). Run at temperature 80 celsius, time 16 hour. Product: CNC1=NC=CC(=N1)C=1C(=NC=CC1)OC1=CC=C(C=C1)NC1=NN=C(N1)C1=CC=CC=C1 (N-methyl-4-(2-(4-(5-phenyl-4H-1,2,4-triazol-3-ylamino)phenoxy)pyridin-3-yl)pyrimidin-2-amine). RXN SMILES: [C:1]([NH:9][C:10](=[N:13][C:14]1[CH:19]=[CH:18][C:17]([O:20][C:21]2[C:26]([C:27]3[CH:32]=[CH:31][N:30]=[C:29]([NH:33][CH3:34])[N:28]=3)=[CH:25][CH:24]=[CH:23][N:22]=2)=[CH:16][CH:15]=1)SC)(=O)[C:2]1[CH:7]=[CH:6][CH:5]=[CH:4][CH:3]=1.[NH2:35][NH2:36]>CCO>[CH3:34][NH:33][C:29]1[N:28]=[C:27]([C:26]2[C:21]([O:20][C:17]3[CH:18]=[CH:19][C:14]([NH:13][C:10]4[NH:9][C:1]([C:2]5[CH:7]=[CH:6][CH:5]=[CH:4][CH:3]=5)=[N:36][N:35]=4)=[CH:15][CH:16]=3)=[N:22][CH:23]=[CH:24][CH:25]=2)[CH:32]=[CH:31][N:30]=1. Reported procedure: A slurry of 1-benzoyl-2-methyl-3-(4-(3-(2-(methylamino)pyrimidin-4-yl)pyridin-2-yloxy)phenyl)isothiourea (0.174 g, 0.37 mmol) and anhydrous hydrazine (0.35 ml, 11 mmol) in EtOH was sealed and heated to 80° C. After 16 h, a yellow precipitate formed. The reaction was cooled to ambient temperature, filtered, rinsing with 2×1 mL EtOH, and the solid was dried in vacuo to give N-methyl-4-(2-(4-(5-phenyl-4H-1,2,4-triazol-3-ylamino)phenoxy)pyridin-3-yl)pyrimidin-2-amine as a white solid. MS m/z=437 [M+... The yield is 43.5%. Reported procedure: A solution of 4-chloro-4'-trifiuoromethyls ulfonyloxybenzophenone-N-ethoxycarbonylhydrazone (0.5 g) in tetrahydrofuran (6 ml) was stirred at room temperature under a nitrogen atmosphere, during which an oily mixture (50 mg) of sodium hydride containing 60% (w/w) sodium hydride was added to the solution at a time. After stirring at room temperature for 15 minutes and finding no evolution of hydrogen gas, the mixture was cooled to -78° C., and chloro-{N-(2-ethoxycarbonylethyl)-N-isopropylamino }su... Reaction SMILES: [CH2:1]([O:3][C:4]([NH:6][N:7]=[C:8]([C:16]1[CH:21]=[CH:20][C:19]([O:22][S:23]([C:26]([F:29])([F:28])[F:27])(=[O:25])=[O:24])=[CH:18][CH:17]=1)[C:9]1[CH:14]=[CH:13][C:12]([Cl:15])=[CH:11][CH:10]=1)=[O:5])[CH3:2].[H-].[Na+].[H][H].Cl[C:35]([N:38]([S:46]N(C(Cl)(C)C)CCC(OCC)=O)[CH2:39][CH2:40][C:41]([O:43][CH2:44][CH3:45])=[O:42])([CH3:37])[CH3:36]>O1CCCC1>[CH2:1]([O:3][C:4]([N:6]([S:46][N:38]([CH2:39][CH2:40][C:41]([O:43][CH2:44][CH3:45])=[O:42])[CH:35]([CH3:36])[CH3:37])[N:7]=[C:8]([C:16]1[CH:21]=[CH:20][C:19]([O:22][S:23]([C:26]([F:29])([F:28])[F:27])(=[O:25])=[O:24])=[CH:18][CH:17]=1)[C:9]1[CH:14]=[CH:13][C:12]([Cl:15])=[CH:11][CH:10]=1)=[O:5])[CH3:2] |f:1.2|. The reactants are C(C)OC(=O)NN=C(C1=CC=C(C=C1)Cl)C1=CC=C(C=C1)OS(=O)(=O)C(F)(F)F (4-chloro-4'-trifiuoromethyls ulfonyloxybenzophenone-N-ethoxycarbonylhydrazone), [H-].[Na+] (sodium hydride), [H-].[Na+] (sodium hydride), [H][H] (hydrogen), ClC(C)(C)N(CCC(=O)OCC)SN(CCC(=O)OCC)C(C)(C)Cl (chloro-{N-(2-ethoxycarbonylethyl)-N-isopropylamino }sulfide), ice water. Yields the product C(C)OC(=O)N(N=C(C1=CC=C(C=C1)Cl)C1=CC=C(C=C1)OS(=O)(=O)C(F)(F)F)SN(C(C)C)CCC(=O)OCC (4-chloro-4'-trifluoromethylsulfonyloxybenzo- phenone-N-ethoxycarbonyl-N-{N'-(2-ethoxycarbonylethyl)-N'-isopropylaminosulfenyl }-hydrazone). Reaction conditions: time 15 minute. Run in O1CCCC1 (tetrahydrofuran). The reactants are FC(C=1C=C(C=C(C1)C(F)(F)F)[C@@H](C)O[C@@H]1[C@H]([C@@H](CC1)C(=O)N)C1=CC=C(C=C1)F)(F)F (1-(S)-(1-(R)-(3,5-Bis(trifluoromethyl)phenyl)ethoxy)-2-(R)-(4-fluorophenyl)-3-(R)-aminocarbonylcyclopentane), B.CSC (borane dimethylsulfide). Run in C1CCOC1 (THF), C1CCOC1 (THF). Run at time 16 hour. Product: FC(C=1C=C(C=C(C1)C(F)(F)F)[C@@H](C)O[C@@H]1[C@H]([C@@H](CC1)CN)C1=CC=C(C=C1)F)(F)F (1-(S)-(1-(R)-(3,5-Bis(trifluoromethyl)phenyl)ethoxy)-2-(R)-(4-fluorophenyl)-3-(R)-aminomethylcyclopentane). Yield: 51.6%. Reaction SMILES: [F:1][C:2]([F:32])([F:31])[C:3]1[CH:4]=[C:5]([C@H:13]([O:15][C@H:16]2[CH2:20][CH2:19][C@@H:18]([C:21]([NH2:23])=O)[C@@H:17]2[C:24]2[CH:29]=[CH:28][C:27]([F:30])=[CH:26][CH:25]=2)[CH3:14])[CH:6]=[C:7]([C:9]([F:12])([F:11])[F:10])[CH:8]=1.B.CSC>C1COCC1>[F:12][C:9]([F:10])([F:11])[C:7]1[CH:6]=[C:5]([C@H:13]([O:15][C@H:16]2[CH2:20][CH2:19][C@@H:18]([CH2:21][NH2:23])[C@@H:17]2[C:24]2[CH:25]=[CH:26][C:27]([F:30])=[CH:28][CH:29]=2)[CH3:14])[CH:4]=[C:3]([C:2]([F:32])([F:1])[F:31])[CH:8]=1 |f:1.2|. Procedure details: To a solution of 0.70 gm of the amide from Step B in 10 mL of THF was added 2.25 mL of 2M borane-dimethylsulfide in THF. The reaction was stirred at room temperature for 16 hours and then warmed at 50° C. for another 6 hours. The excess borane was quenched with dropwise addition of methanol and then 20 mL of methanol and 5 mL of 2N hydrochloric acid were added and the reaction was stirred at room temperature for 24 hours. The mixture was concentrated in vacuo, diluted with water, made basic with... Reactants: C(C)OC(=O)C1=NC(=CC(=C1)OCCOCCOCCOCCC(=O)OC(C)(C)C)C(=O)OCC (4-(2-{2-[2-(2-tert-Butoxycarbonyl-ethoxy)-ethoxy]-ethoxy}-ethoxy)-pyridine-2,6-dicarboxylic acid diethyl ester), [BH4-].[Na+] (sodium borohydride), [Cl-].[Ca+2].[Cl-] (calcium chloride), [H][H] (hydrogen). The solvent is C(C)O (ethanol). The product is C(C)(C)(C)OC(CCOCCOCCOCCOC1=CC(=NC(=C1)CO)CO)=O (3-(2-{2-[2-(2,6-Bis-hydroxymethyl-pyridin-4-yloxy)-ethoxy]-ethoxy}-ethoxy)-propionic acid tert-butyl ester). The yield is 63.7%. RXN SMILES: C([O:3][C:4]([C:6]1[CH:11]=[C:10]([O:12][CH2:13][CH2:14][O:15][CH2:16][CH2:17][O:18][CH2:19][CH2:20][O:21][CH2:22][CH2:23][C:24]([O:26][C:27]([CH3:30])([CH3:29])[CH3:28])=[O:25])[CH:9]=[C:8]([C:31](OCC)=[O:32])[N:7]=1)=O)C.[BH4-].[Na+].[Cl-].[Ca+2].[Cl-].[H][H]>C(O)C>[C:27]([O:26][C:24](=[O:25])[CH2:23][CH2:22][O:21][CH2:20][CH2:19][O:18][CH2:17][CH2:16][O:15][CH2:14][CH2:13][O:12][C:10]1[CH:11]=[C:6]([CH2:4][OH:3])[N:7]=[C:8]([CH2:31][OH:32])[CH:9]=1)([CH3:30])([CH3:28])[CH3:29] |f:1.2,3.4.5|. Procedure details: To a solution of 4-(2-{2-[2-(2-tert-Butoxycarbonyl-ethoxy)-ethoxy]-ethoxy}-ethoxy)-pyridine-2,6-dicarboxylic acid diethyl ester (1.36 g) in absolute ethanol (72 mL) was added sodium borohydride (309 mg) and calcium chloride (921 mg). After stirring for 30 mn, hydrogen evolution ceased, and reaction was quenched with water. After concentration under reduced pressure, ammonium chloride was added and the aqueous phase was extracted three times with ethyl acetate. The combined organic solutions were... Reactants: COC=1C=C(C=CC1OC)C1CNCC2=C(C=CC=C12)C (4-(3,4-dimethoxyphenyl)-8-methyl-1,-2,3,4-tetrahydroisoquinoline), Br (hydrobromic acid). Conditions: time 10 minute. The product is Br.OC=1C=C(C=CC1O)C1CNCC2=C(C=CC=C12)C (4-(3,4-dihydroxyphenyl)-8-methyl-1,2,3,4-tetrahydroisoquinoline hydrobromide). As a reaction SMILES: C[O:2][C:3]1[CH:4]=[C:5]([CH:11]2[C:20]3[C:15](=[C:16]([CH3:21])[CH:17]=[CH:18][CH:19]=3)[CH2:14][NH:13][CH2:12]2)[CH:6]=[CH:7][C:8]=1[O:9]C.[BrH:22]>>[BrH:22].[OH:2][C:3]1[CH:4]=[C:5]([CH:11]2[C:20]3[C:15](=[C:16]([CH3:21])[CH:17]=[CH:18][CH:19]=3)[CH2:14][NH:13][CH2:12]2)[CH:6]=[CH:7][C:8]=1[OH:9] |f:2.3|. Procedure: To 420 mg of 4-(3,4-dimethoxyphenyl)-8-methyl-1,-2,3,4-tetrahydroisoquinoline, was added 48% hydrobromic acid, and the mixture was heated under reflux for 3 hours. After about 10 minutes, the crystals become separated out. The reaction mixture was cooled, and the crystals were collected by filtration, giving 420 mg of 4-(3,4-dihydroxyphenyl)-8-methyl-1,2,3,4-tetrahydroisoquinoline hydrobromide. The reactants are CN1CCCC1=O, Sc1ccc(Cl)cc1, [H-], Cc1nc(I)c(-c2ccc(S(C)(=O)=O)cc2)[nH]1, [Na+]. Product: Cc1nc(Sc2ccc(Cl)cc2)c(-c2ccc(S(C)(=O)=O)cc2)[nH]1. Reaction SMILES: [CH3:28][N:29]1[CH2:30][CH2:31][CH2:32][C:33]1=[O:34].[Cl:3][c:4]1[cH:5][cH:6][c:7]([SH:10])[cH:8][cH:9]1.[H-:2].[I:11][c:12]1[n:13][c:14]([CH3:27])[nH:15][c:16]1-[c:17]1[cH:18][cH:19][c:20]([S:23](=[O:24])(=[O:25])[CH3:26])[cH:21][cH:22]1.[Na+:1]>>[Cl:3][c:4]1[cH:5][cH:6][c:7]([S:10][c:12]2[n:13][c:14]([CH3:27])[nH:15][c:16]2-[c:17]2[cH:18][cH:19][c:20]([S:23](=[O:24])(=[O:25])[CH3:26])[cH:21][cH:22]2)[cH:8][cH:9]1. Product: C(C)OC(=O)C=1OC2=C(C1C)C(=CC=C2)OCC2CNCCC2 (3-methyl-4-(piperidin-3-ylmethoxy)-benzofuran-2-carboxylic acid ethyl ester). The reactants are C(C)OC(=O)C=1OC2=C(C1C)C(=CC=C2)O (4-hydroxy-3-methyl-benzofuran-2-carboxylic acid ethyl ester), OCC1CNCCC1 (3-(hydroxymethyl)piperidine), C1(=CC=CC=C1)P(C1=CC=CC=C1)C1=CC=CC=C1 (triphenylphosphine), C(C)OC(=O)N=NC(=O)OCC (azodicarboxylic acid diethyl ester). The solvent is C1CCOC1 (THF). RXN SMILES: [CH2:1]([O:3][C:4]([C:6]1[O:7][C:8]2[CH:15]=[CH:14][CH:13]=[C:12]([OH:16])[C:9]=2[C:10]=1[CH3:11])=[O:5])[CH3:2].O[CH2:18][CH:19]1[CH2:24][CH2:23][CH2:22][NH:21][CH2:20]1.C1(P(C2C=CC=CC=2)C2C=CC=CC=2)C=CC=CC=1.C(OC(N=NC(OCC)=O)=O)C>C1COCC1>[CH2:1]([O:3][C:4]([C:6]1[O:7][C:8]2[CH:15]=[CH:14][CH:13]=[C:12]([O:16][CH2:18][CH:19]3[CH2:24][CH2:23][CH2:22][NH:21][CH2:20]3)[C:9]=2[C:10]=1[CH3:11])=[O:5])[CH3:2]. Reported procedure: A solution of 4-hydroxy-3-methyl-benzofuran-2-carboxylic acid ethyl ester (1 g), 3-(hydroxymethyl)piperidine (661 μl), triphenylphosphine (1.55 g) and azodicarboxylic acid diethyl ester (930 μl) in THF (20 ml) was stirred overnight at room temperature. A white precipitate separated out. The precipitate was filtered out and the filtrate was evaporated to dryness. The residue was separated by silica gel column chromatography developed by dichloromethane-methanol to give 3-methyl-4-(piperidin-3-ylm... The reactants are CO, CP(C)(=O)c1ccc([N+](=O)[O-])cc1. Product: CP(C)(=O)c1ccc(N)cc1. As a reaction SMILES: [CH3:14][OH:15].[CH3:1][P:2]([c:3]1[cH:4][cH:5][c:6]([N+:9]([O-:10])=[O:11])[cH:7][cH:8]1)([CH3:12])=[O:13]>>[CH3:1][P:2]([c:3]1[cH:4][cH:5][c:6]([NH2:9])[cH:7][cH:8]1)([CH3:12])=[O:13]. Reactants: C(O)([O-])=O.[Na+] (sodium hydrogencarbonate), C1(=CC=CC=C1)C1=C(C(C=O)=CC=C1)O (3-phenyl salicylaldehyde), C1(=CC=C(C=C1)S(=O)(=O)O)C (para-toluenesulfonic acid), IC1=CC=C(N)C=C1 (4-iodoaniline). The solvent is C1(=CC=CC=C1)C (toluene). The product is C1(=CC=CC=C1)C1=C(C(C=NC2=CC=C(C=C2)I)=CC=C1)O (N-3-phenylsalicylidene-4-iodoaniline). RXN SMILES: [C:1]1([C:7]2[CH:14]=[CH:13][CH:12]=[C:9]([CH:10]=O)[C:8]=2[OH:15])[CH:6]=[CH:5][CH:4]=[CH:3][CH:2]=1.[I:16][C:17]1[CH:23]=[CH:22][C:20]([NH2:21])=[CH:19][CH:18]=1.C1(C)C=CC(S(O)(=O)=O)=CC=1.C(=O)([O-])O.[Na+]>C1(C)C=CC=CC=1>[C:1]1([C:7]2[CH:14]=[CH:13][CH:12]=[C:9]([CH:10]=[N:21][C:20]3[CH:22]=[CH:23][C:17]([I:16])=[CH:18][CH:19]=3)[C:8]=2[OH:15])[CH:6]=[CH:5][CH:4]=[CH:3][CH:2]=1 |f:3.4|. Procedure: An amount of 20.6 mmol of 3-phenyl salicylaldehyde (2) (4.08 g) was dissolved in 150 ml of toluene. After addition of 4-iodoaniline (5.42 g/24.8 mmol) and a few crystals of para-toluenesulfonic acid, the reaction mixture was stirred under reflux for three hours applying a Dean-Stark-trap. After cooling down to room temperature, sodium hydrogencarbonate solution (150 ml) was added. The organic phase was separated and filtered over sodium sulfate and silica. Removing the solvent and recrystallizat...